This data is from the Open Reaction Database (ORD), a public repository of structured organic reaction records. The task is: describe an organic reaction: reactants, conditions, products, and yield Reactants: ClC1=NC(=CC(=N1)C(=O)N(C)OC)NC (2-chloro-N-methoxy-N-methyl-6-(methylamino)pyrimidine-4-carboxamide), C1CC(=O)N(C1=O)Br (NBS). Solvent: CC#N (MeCN). Reaction conditions: temperature 60 celsius. Yields the product BrC=1C(=NC(=NC1NC)Cl)C(=O)N(C)OC (5-bromo-2-chloro-N-methoxy-N-methyl-6-(methylamino)pyrimidine-4-carboxamide). The yield is 85.5%. As a reaction SMILES: [Cl:1][C:2]1[N:7]=[C:6]([C:8]([N:10]([O:12][CH3:13])[CH3:11])=[O:9])[CH:5]=[C:4]([NH:14][CH3:15])[N:3]=1.C1C(=O)N([Br:23])C(=O)C1>CC#N>[Br:23][C:5]1[C:6]([C:8]([N:10]([O:12][CH3:13])[CH3:11])=[O:9])=[N:7][C:2]([Cl:1])=[N:3][C:4]=1[NH:14][CH3:15]. Procedure: To a solution of 2-chloro-N-methoxy-N-methyl-6-(methylamino)pyrimidine-4-carboxamide (959 mg) in MeCN (21 mL) was added NBS (814 mg), and the reaction mixture was heated at 60° C. for 8 h. The solvent was removed, and the residue was purified by Biotage eluting with 50%-70 EtOAc/Hexanes (1.2 L) to give the title compound as a white solid (1.1 g). LC-MS (M+H)+=310.95. Starting materials: FC=1C(=NC2=CC=CC(=C2N1)C1=CC=2C(NCCC2N1)=O)C (2-(3-fluoro-2-methylquinoxalin-5-yl)-6,7-dihydro-1H-pyrrolo[3,2-c]pyridin-4(5H)-one), CO.C(Cl)Cl (MeOH DCM), C1(CCCC1)N (cyclopentanamine). Run in CS(=O)C (DMSO). Reaction conditions: temperature 100 celsius. The product is C1(CCCC1)NC=1C(=NC2=CC=CC(=C2N1)C1=CC=2C(NCCC2N1)=O)C (2-(3-(cyclopentylamino)-2-methylquinoxalin-5-yl)-6,7-dihydro-1H-pyrrolo[3,2-c]pyridin-4(5H)-one). The yield is 20.2%. As a reaction SMILES: F[C:2]1[C:3]([CH3:22])=[N:4][C:5]2[C:10]([N:11]=1)=[C:9]([C:12]1[NH:20][C:19]3[CH2:18][CH2:17][NH:16][C:15](=[O:21])[C:14]=3[CH:13]=1)[CH:8]=[CH:7][CH:6]=2.[CH:23]1([NH2:28])[CH2:27][CH2:26][CH2:25][CH2:24]1.CO.C(Cl)Cl>CS(C)=O>[CH:23]1([NH:28][C:2]2[C:3]([CH3:22])=[N:4][C:5]3[C:10]([N:11]=2)=[C:9]([C:12]2[NH:20][C:19]4[CH2:18][CH2:17][NH:16][C:15](=[O:21])[C:14]=4[CH:13]=2)[CH:8]=[CH:7][CH:6]=3)[CH2:27][CH2:26][CH2:25][CH2:24]1 |f:2.3|. Procedure: Prepared according to Example 127 using 2-(3-fluoro-2-methylquinoxalin-5-yl)-6,7-dihydro-1H-pyrrolo[3,2-c]pyridin-4(5H)-one (Example 126; 39.8 mg, 0.094 mmol) and cyclopentanamine (0.028 mL, 0.282 mmol) in DMSO (0.8 mL), heating at 100° C. for 50 min. Purification by reversed-phase HPLC (Phenomenex Gemini C18 column (150×30 mm, 10 μm), 35 mL/min, 5-100% ACN/H2O+0.1% TFA) followed by chromatographic purification (silica gel, 0-100% EtOAc/hexanes, then 0-3% MeOH/DCM) furnished 2-(3-(cyclopentylami... Conditions: time 6 hour. Isolated yield 79.0%. Product: C(C)OC(=O)C1=C(NC(=C(C1C1=C(C=CC=C1)\C=C(\C(=O)OCC)/C)C(=O)OCC)C)C ((E)-4-(2-(3-Ethoxy-3-oxo-2-methyl-1-propenyl)phenyl)-1,4-dihydro-2,6-dimethyl-3,5-pyridinedicarboxylic acid diethyl ester). Solvent: CN(C=O)C (dimethylformamide). Procedure: A suspension of Compound A (4 g), ethyl bromide (1 g) and potassium carbonate (30 g) in dimethylformamide (60 ml) was stirred at room temperature for 6 h. The mixture was poured into water and extracted with ethyl acetate, then washed thoroughly with water and dried over Na2SO4. Evaporation of the solvent gave an oil which was triturated with petrol and recrystallized from petrol ether to give the title compound as a white solid (3.2 g). M.p. 105°-106°. Starting materials: O (water), C(C)OC(=O)C1=C(NC(=C(C1C1=C(C=CC=C1)\C=C(/C)\C(=O)O)C(=O)OCC)C)C ((E)-4-(2-(2-Carboxy-1-propenyl)phenyl)-1,4-dihydro-2,6-dimethyl-3,5-pyridinedicarboxylic acid diethyl ester), C(C)Br (ethyl bromide), C([O-])([O-])=O.[K+].[K+] (potassium carbonate). RXN SMILES: [CH2:1]([O:3][C:4]([C:6]1[CH:11]([C:12]2[CH:17]=[CH:16][CH:15]=[CH:14][C:13]=2/[CH:18]=[C:19](/[C:21]([OH:23])=[O:22])\[CH3:20])[C:10]([C:24]([O:26][CH2:27][CH3:28])=[O:25])=[C:9]([CH3:29])[NH:8][C:7]=1[CH3:30])=[O:5])[CH3:2].[CH2:31](Br)[CH3:32].C(=O)([O-])[O-].[K+].[K+].O>CN(C)C=O>[CH2:1]([O:3][C:4]([C:6]1[CH:11]([C:12]2[CH:17]=[CH:16][CH:15]=[CH:14][C:13]=2/[CH:18]=[C:19](\[CH3:20])/[C:21]([O:23][CH2:31][CH3:32])=[O:22])[C:10]([C:24]([O:26][CH2:27][CH3:28])=[O:25])=[C:9]([CH3:29])[NH:8][C:7]=1[CH3:30])=[O:5])[CH3:2] |f:2.3.4|. The reactants are Fc1cc(F)cc(Br)c1, O=C1CCN(Cc2ccccc2)C1, [Mg]. Yields the product OC1(c2cc(F)cc(F)c2)CCN(Cc2ccccc2)C1. RXN SMILES: [Br:1][c:2]1[cH:3][c:4]([F:9])[cH:5][c:6]([F:8])[cH:7]1.[CH2:11]([c:12]1[cH:13][cH:14][cH:15][cH:16][cH:17]1)[N:18]1[CH2:19][C:20](=[O:23])[CH2:21][CH2:22]1.[Mg:10]>>[c:2]1([C:20]2([OH:23])[CH2:19][N:18]([CH2:11][c:12]3[cH:13][cH:14][cH:15][cH:16][cH:17]3)[CH2:22][CH2:21]2)[cH:3][c:4]([F:9])[cH:5][c:6]([F:8])[cH:7]1. Reactants: C(C)(C)(C)OC(CN1C=CC2=CC=C(C=C12)OCC=1N(N=C(C1)C1=CC=C(C=C1)Cl)C)=O ({6-[5-(4-chloro-phenyl)-2-methyl-2H-pyrazol-3-ylmethoxy]-indol-1-yl}-acetic acid tert-butyl ester), [Li+].[OH-] (LiOH). Product: ClC1=CC=C(C=C1)C=1C=C(N(N1)C)COC1=CC=C2C=CN(C2=C1)CC(=O)O ({6-[5-(4-chloro-phenyl)-2-methyl-2H-pyrazol-3-ylmethoxy]-indol-1-yl}-acetic acid). As a reaction SMILES: C([O:5][C:6](=[O:32])[CH2:7][N:8]1[C:16]2[C:11](=[CH:12][CH:13]=[C:14]([O:17][CH2:18][C:19]3[N:20]([CH3:31])[N:21]=[C:22]([C:24]4[CH:29]=[CH:28][C:27]([Cl:30])=[CH:26][CH:25]=4)[CH:23]=3)[CH:15]=2)[CH:10]=[CH:9]1)(C)(C)C.[Li+].[OH-]>>[Cl:30][C:27]1[CH:28]=[CH:29][C:24]([C:22]2[CH:23]=[C:19]([CH2:18][O:17][C:14]3[CH:15]=[C:16]4[C:11]([CH:10]=[CH:9][N:8]4[CH2:7][C:6]([OH:32])=[O:5])=[CH:12][CH:13]=3)[N:20]([CH3:31])[N:21]=2)=[CH:25][CH:26]=1 |f:1.2|. Procedure: In analogy to the procedure described for example 1 f], {6-[5-(4-chloro-phenyl)-2-methyl-2H-pyrazol-3-ylmethoxy]-indol-1-yl}-acetic acid tert-butyl ester was treated with LiOH to obtain {6-[5-(4-chloro-phenyl)-2-methyl-2H-pyrazol-3-ylmethoxy]-indol-1-yl}-acetic acid as off-white crystals. Reactants: [Al+3], CCC(O)(C(=O)OC)c1cc(F)cc(OCc2ccccc2)c1, CCOCC, [H-], [H-], [H-], [H-], [Li+], O. Yields the product CCC(O)(CO)c1cc(F)cc(OCc2ccccc2)c1. Reaction SMILES: [Al+3:2].[CH2:7]([c:8]1[cH:9][cH:10][cH:11][cH:12][cH:13]1)[O:14][c:15]1[cH:16][c:17]([C:22]([C:23](=[O:24])[O:25][CH3:26])([CH2:27][CH3:28])[OH:29])[cH:18][c:19]([F:21])[cH:20]1.[CH3:31][CH2:32][O:33][CH2:34][CH3:35].[H-:1].[H-:4].[H-:5].[H-:6].[Li+:3].[OH2:30]>>[CH2:7]([c:8]1[cH:9][cH:10][cH:11][cH:12][cH:13]1)[O:14][c:15]1[cH:16][c:17]([C:22]([CH2:23][OH:24])([CH2:27][CH3:28])[OH:29])[cH:18][c:19]([F:21])[cH:20]1. Starting materials: OCc1cc2cccc(Cl)c2nc1Oc1ccccc1, ClC(Cl)Cl, O=S(Cl)Cl. The product is ClCc1cc2cccc(Cl)c2nc1Oc1ccccc1. Reaction SMILES: [Cl:1][c:2]1[cH:3][cH:4][cH:5][c:6]2[cH:7][c:8]([CH2:19][OH:20])[c:9]([O:12][c:13]3[cH:14][cH:15][cH:16][cH:17][cH:18]3)[n:10][c:11]12.[Cl:25][CH:26]([Cl:27])[Cl:28].[S:21]([Cl:22])([Cl:23])=[O:24]>>[Cl:1][c:2]1[cH:3][cH:4][cH:5][c:6]2[cH:7][c:8]([CH2:19][Cl:23])[c:9]([O:12][c:13]3[cH:14][cH:15][cH:16][cH:17][cH:18]3)[n:10][c:11]12. Starting materials: C(C)OC([C@H](CC1=CC=C(C=C1)OC(C)(C)C(=O)OC(C)(C)C)OCC)=O ((2S)-3-[4-(1-tert-butoxycarbonyl-1-methyl-ethoxy)-phenyl]-2-ethoxy-propionic acid ethyl ester), C(C)OC([C@H](CC1=CC=C(C=C1)OCC(=O)O)OC)=O ((2S)-3-(4-carboxymethoxy-phenyl)-2-methoxy-propionic acid ethyl ester). Procedure: The title compound was prepared from (2S)-3-[4-(1-tert-butoxycarbonyl-1-methyl-ethoxy)-phenyl]-2-ethoxy-propionic acid ethyl ester (EXAMPLE 49, step 1) via the same procedure used to prepare (2S)-3-(4-carboxymethoxy-phenyl)-2-methoxy-propionic acid ethyl ester (PREPARATION 3, step 2) to produce a yellow oil. Reaction SMILES: [CH2:1]([O:3][C:4](=[O:27])[C@@H:5]([O:24][CH2:25][CH3:26])[CH2:6][C:7]1[CH:12]=[CH:11][C:10]([O:13][C:14]([C:17]([O:19]C(C)(C)C)=[O:18])([CH3:16])[CH3:15])=[CH:9][CH:8]=1)[CH3:2].C(OC(=O)[C@@H](OC)CC1C=CC(OCC(O)=O)=CC=1)C>>[CH2:1]([O:3][C:4](=[O:27])[C@@H:5]([O:24][CH2:25][CH3:26])[CH2:6][C:7]1[CH:12]=[CH:11][C:10]([O:13][C:14]([C:17]([OH:19])=[O:18])([CH3:15])[CH3:16])=[CH:9][CH:8]=1)[CH3:2]. Yields the product C(C)OC([C@H](CC1=CC=C(C=C1)OC(C)(C)C(=O)O)OCC)=O ((2S)-3-[4-(1-carboxy-1-methyl-ethoxy)-phenyl]-2-ethoxy-propionic acid ethyl ester). Starting materials: CC(C)(C)[Si](C)(C)Cl, CN(C)C=O, Oc1ccccc1O, c1c[nH]cn1. The product is CC(C)(C)[Si](C)(C)Oc1ccccc1O. As a reaction SMILES: [C:14]([CH3:15])([CH3:16])([CH3:17])[Si:18]([CH3:19])([CH3:20])[Cl:21].[CH3:22][N:23]([CH3:24])[CH:25]=[O:26].[OH:1][c:2]1[cH:3][cH:4][cH:5][cH:6][c:7]1[OH:8].[nH:9]1[cH:10][cH:11][n:12][cH:13]1>>[O:1]([c:2]1[cH:3][cH:4][cH:5][cH:6][c:7]1[OH:8])[Si:18]([C:14]([CH3:15])([CH3:16])[CH3:17])([CH3:19])[CH3:20]. Reagents/catalysts: C1(CCCCC1)P(C1=C(C=CC=C1)C1=C(C=C(C=C1C(C)C)C(C)C)C(C)C)C1CCCCC1.NC1=C(C=CC=C1)C1=C(C=CC=C1)[Pd]Cl (dicyclohexyl(2′,4′,6′-triisopropylbiphenyl-2-yl)phosphine (2′-aminobiphenyl-2-yl)(chloro)palladium). The product is C(C1=CC=CC=C1)N1C(=NC2=NC(=CC=C21)N(NC(=O)OC(C)(C)C)C(=O)OC(C)(C)C)C (di-tert-butyl 1-(1-benzyl-2-methyl-1H-imidazo[4,5-b]pyridin-5-yl)hydrazine-1,2-dicarboxylate). Reactants: C(C1=CC=CC=C1)N1C(=NC2=NC(=CC=C21)Cl)C (1-benzyl-5-chloro-2-methyl-1H-imidazo[4,5-b]pyridine), N(NC(=O)OC(C)(C)C)C(=O)OC(C)(C)C (di-tert-butyl hydrazine-1,2-dicarboxylate), C([O-])([O-])=O.[Cs+].[Cs+] (cesium carbonate). Solvent: C1(=CC=CC=C1)C (toluene). RXN SMILES: [CH2:1]([N:8]1[C:16]2[C:11](=[N:12][C:13](Cl)=[CH:14][CH:15]=2)[N:10]=[C:9]1[CH3:18])[C:2]1[CH:7]=[CH:6][CH:5]=[CH:4][CH:3]=1.[NH:19]([C:28]([O:30][C:31]([CH3:34])([CH3:33])[CH3:32])=[O:29])[NH:20][C:21]([O:23][C:24]([CH3:27])([CH3:26])[CH3:25])=[O:22].C(=O)([O-])[O-].[Cs+].[Cs+]>C1(P(C2CCCCC2)C2C=CC=CC=2C2C(C(C)C)=CC(C(C)C)=CC=2C(C)C)CCCCC1.NC1C=CC=CC=1C1C=CC=CC=1[Pd]Cl.C1(C)C=CC=CC=1>[CH2:1]([N:8]1[C:16]2[C:11](=[N:12][C:13]([N:19]([C:28]([O:30][C:31]([CH3:34])([CH3:33])[CH3:32])=[O:29])[NH:20][C:21]([O:23][C:24]([CH3:25])([CH3:26])[CH3:27])=[O:22])=[CH:14][CH:15]=2)[N:10]=[C:9]1[CH3:18])[C:2]1[CH:7]=[CH:6][CH:5]=[CH:4][CH:3]=1 |f:2.3.4,5.6|. Reported procedure: A reaction vessel was charged with 1-benzyl-5-chloro-2-methyl-1H-imidazo[4,5-b]pyridine (1.00 g, 3.88 mmol, from Step 2), di-tert-butyl hydrazine-1,2-dicarboxylate (1.0 g, 4.3 mmol, Aldrich), cesium carbonate (1.26 g, 3.88 mmol), dicyclohexyl(2′,4′,6′-triisopropylbiphenyl-2-yl)phosphine-(2′-aminobiphenyl-2-yl)(chloro)palladium (1:1) (0.305 g, 0.39 mmol, Aldrich) and toluene (20 mL). The mixture was degassed by bubbling a stream of nitrogen through the solution for 10-15 minutes. The vessel was t... Run at temperature 110 celsius.